describe an organic reaction: reactants, conditions, products, and yield From a dataset of the Open Reaction Database (ORD), a public repository of structured organic reaction records. Reactants: BrC1=CC=C(C=C1)CC(=O)O (4-Bromophenylacetic acid), ClC1=C(C=C(O)C=C1)O (4-chlororesorcinol). Solvent: B(F)(F)F.CCOCC (boron trifloride etherate). Conditions: time 2 hour. Product: BrC1=CC=C(C=C1)CC(=O)C1=C(C=C(C(=C1)Cl)O)O (2-(4-Bromo-phenyl)-1-(5-chloro-2,4-dihydroxy-phenyl)-ethanone), solid. Yield: 89.0%. As a reaction SMILES: [Br:1][C:2]1[CH:7]=[CH:6][C:5]([CH2:8][C:9]([OH:11])=O)=[CH:4][CH:3]=1.[Cl:12][C:13]1[CH:19]=[CH:18][C:16]([OH:17])=[CH:15][C:14]=1[OH:20]>B(F)(F)F.CCOCC>[Br:1][C:2]1[CH:3]=[CH:4][C:5]([CH2:8][C:9]([C:18]2[CH:19]=[C:13]([Cl:12])[C:14]([OH:20])=[CH:15][C:16]=2[OH:17])=[O:11])=[CH:6][CH:7]=1 |f:2.3|. Reported procedure: This compounds was synthesised in the same manner as described above. 4-Bromophenylacetic acid (7.44 g, 34.6 mmol), 4-chlororesorcinol (5 g, 34.6 mmol), boron trifloride etherate (30 ml). After standing for two hours an orange precipitate formed. This was purified by flash chromatography to give the required compound as an off white solid (10.5 g, 89%); Rf 0.9 hexane/ethyl acetate (20/80). Reactants: CC1=C(N=C(N1)C1=CC=C(C=C1)C)C(=O)OCC (5-methyl-2-(4-methylphenyl)-1H-imidazole-4-carboxylic acid, ethyl ester), NN (hydrazine). The solvent is O (Water). The product is CC1=C(N=C(N1)C1=CC=C(C=C1)C)C(=O)NN (5-methyl-2-(4-methylphenyl)-1H-imidazole-4-carboxylic acid, hydrazide). RXN SMILES: [CH3:1][C:2]1[NH:6][C:5]([C:7]2[CH:12]=[CH:11][C:10]([CH3:13])=[CH:9][CH:8]=2)=[N:4][C:3]=1[C:14]([O:16]CC)=O.[NH2:19][NH2:20]>O>[CH3:1][C:2]1[NH:6][C:5]([C:7]2[CH:8]=[CH:9][C:10]([CH3:13])=[CH:11][CH:12]=2)=[N:4][C:3]=1[C:14]([NH:19][NH2:20])=[O:16]. Procedure details: A mixture of 4.9 g of the above ester and 15 ml of anhydrous hydrazine was stirred and refluxed overnight. Water was added, the mixture was evaporated and the residue recrystallized from ethanol, giving 3.45 g of 5-methyl-2-(4-methylphenyl)-1H-imidazole-4-carboxylic acid, hydrazide. Reactants: CC(C)(C)OC(=O)N(C(=O)OC(C)(C)C)c1ncc(-c2ccccc2S(C)(=O)=O)cn1, CCOCC, Cl, C1COCCO1. Product: Cl, CS(=O)(=O)c1ccccc1-c1cnc(N)nc1. As a reaction SMILES: [C:1]([O:2][C:3]([N:8]([C:4]([O:5][C:6]([CH3:7])([CH3:25])[CH3:26])=[O:27])[c:9]1[n:10][cH:11][c:12](-[c:15]2[c:16]([S:21](=[O:22])(=[O:23])[CH3:24])[cH:17][cH:18][cH:19][cH:20]2)[cH:13][n:14]1)=[O:28])([CH3:29])([CH3:30])[CH3:31].[CH3:32][CH2:33][O:34][CH2:35][CH3:36].[ClH:37].[O:38]1[CH2:39][CH2:40][O:41][CH2:42][CH2:43]1>>[ClH:37].[NH2:8][c:9]1[n:10][cH:11][c:12](-[c:15]2[c:16]([S:21](=[O:22])(=[O:23])[CH3:24])[cH:17][cH:18][cH:19][cH:20]2)[cH:13][n:14]1. Starting materials: C(=O)(C(F)(F)F)O (TFA), C(C)(C)(C)OC(NC1=C(C=C(C(=C1)N(CCC)C)Cl)N)=O ([2-amino-4-chloro-5-(methyl-propyl-amino)-phenyl]-carbamic acid tert-butyl ester), C(C)(C)(C)OC(CC(C1=CC(=CC=C1)C=1OC=C(N1)COC1OCCCC1)=O)=O (3-oxo-3-[3-[4-(tetrahydro-pyran-2-yloxymethyl)-oxazol-2-yl]-phenyl]-propionic acid tert-butyl ester). Solvent: C(Cl)Cl (CH2Cl2). Product: ClC=1C(=CC2=C(NC(CC(=N2)C2=CC(=CC=C2)C=2OC=C(N2)CO)=O)C1)N(CCC)C (8-Chloro-4-[3-(4-hydroxymethyl-oxazol-2-yl)-phenyl]-7-(methyl-propyl-amino)-1,3-dihydro-benzo[b][1,4]diazepin-2-one), solid. Reaction SMILES: C(OC(=O)[NH:7][C:8]1[CH:13]=[C:12]([N:14]([CH3:18])[CH2:15][CH2:16][CH3:17])[C:11]([Cl:19])=[CH:10][C:9]=1[NH2:20])(C)(C)C.C(O[C:27](=[O:50])[CH2:28][C:29](=O)[C:30]1[CH:35]=[CH:34][CH:33]=[C:32]([C:36]2[O:37][CH:38]=[C:39]([CH2:41][O:42]C3CCCCO3)[N:40]=2)[CH:31]=1)(C)(C)C.C(O)(C(F)(F)F)=O>C(Cl)Cl>[Cl:19][C:11]1[C:12]([N:14]([CH3:18])[CH2:15][CH2:16][CH3:17])=[CH:13][C:8]2[N:7]=[C:29]([C:30]3[CH:35]=[CH:34][CH:33]=[C:32]([C:36]4[O:37][CH:38]=[C:39]([CH2:41][OH:42])[N:40]=4)[CH:31]=3)[CH2:28][C:27](=[O:50])[NH:20][C:9]=2[CH:10]=1. Procedure: The title compound was prepared from [2-amino-4-chloro-5-(methyl-propyl-amino)-phenyl]-carbamic acid tert-butyl ester (0.16 g) (Example J8) and 3-oxo-3-[3-[4-(tetrahydro-pyran-2-yloxymethyl)-oxazol-2-yl]-phenyl]-propionic acid tert-butyl ester (0.22 g) (Example K11) according to the general procedure M. The obtained material was deprotected and cyclized by treatment with TFA in CH2Cl2 according to the general procedure N. Obtained as a yellow solid (0.10 g). Reactants: C=CC#N, CCO, OC1(c2ccc(Cl)cc2)CCNCC1. Product: N#CCCN1CCC(O)(c2ccc(Cl)cc2)CC1. As a reaction SMILES: [CH2:1]=[CH:2][C:3]#[N:4].[CH3:19][CH2:20][OH:21].[Cl:5][c:6]1[cH:7][cH:8][c:9]([C:12]2([OH:18])[CH2:13][CH2:14][NH:15][CH2:16][CH2:17]2)[cH:10][cH:11]1>>[CH2:1]([CH2:2][C:3]#[N:4])[N:15]1[CH2:14][CH2:13][C:12]([c:9]2[cH:8][cH:7][c:6]([Cl:5])[cH:11][cH:10]2)([OH:18])[CH2:17][CH2:16]1.